This data is from the Open Reaction Database (ORD), a public repository of structured organic reaction records. The task is: describe an organic reaction: reactants, conditions, products, and yield Reactants: FC1=C2C=C(NC2=CC=C1OC1=CN=NC2=CC(=C(C=C12)OC)O)C (4-(4-fluoro-2-methylindol-5-yloxy)-7-hydroxy-6-methoxycinnoline), C(C)(C)(C)OC(=O)N1CCC(CC1)COS(=O)(=O)C1=CC=C(C=C1)C (1-(tert-butoxycarbonyl)-4-(4-methylphenylsulfonyloxymethyl)piperidine), C([O-])([O-])=O.[K+].[K+] (potassium carbonate). Solvent: CN(C)C=O (DMF). Conditions: temperature 100 celsius, time 2.5 hour. Yields the product FC1=C2C=C(NC2=CC=C1OC1=CN=NC2=CC=C(C=C12)OC)C (4-(4-fluoro-2-methylindol-5-yloxy)-6-methoxycinnoline). Yield: 70.3%. As a reaction SMILES: [F:1][C:2]1[C:10]([O:11][C:12]2[C:21]3[C:16](=[CH:17][C:18](O)=[C:19]([O:22][CH3:23])[CH:20]=3)[N:15]=[N:14][CH:13]=2)=[CH:9][CH:8]=[C:7]2[C:3]=1[CH:4]=[C:5]([CH3:25])[NH:6]2.C(OC(N1CCC(COS(C2C=CC(C)=CC=2)(=O)=O)CC1)=O)(C)(C)C.C(=O)([O-])[O-].[K+].[K+]>CN(C=O)C>[F:1][C:2]1[C:10]([O:11][C:12]2[C:21]3[C:16](=[CH:17][CH:18]=[C:19]([O:22][CH3:23])[CH:20]=3)[N:15]=[N:14][CH:13]=2)=[CH:9][CH:8]=[C:7]2[C:3]=1[CH:4]=[C:5]([CH3:25])[NH:6]2 |f:2.3.4|. Reported procedure: Under nitrogen a mixture of 4-(4-fluoro-2-methylindol-5-yloxy)-7-hydroxy-6-methoxycinnoline (150 mg, 0.44 mmol), (prepared as described in Example 4), 1-(tert-butoxycarbonyl)-4-(4-methylphenylsulfonyloxymethyl)piperidine (196 mg, 0.53 mmol) and potassium carbonate (122 mg, 0.88 mmol) in DMF (6 ml) was stirred at 100° C. for 2.5 hours. The mixture was filtered, and filtrate was evaporated under vacuum. The residue was purified by column chromatography eluting with methylene chloride followed by m...